Dataset: the Open Reaction Database (ORD), a public repository of structured organic reaction records. Task: describe an organic reaction: reactants, conditions, products, and yield As a reaction SMILES: [C:1]([CH2:2][CH2:3][CH3:4])(=[O:5])[O:6][CH2:7][CH:8]=[O:9].[Cl:30][CH2:31][Cl:32].[O:10]=[S:11](=[O:12])([OH:13])[CH2:14][C:15]12[CH2:16][CH2:17][CH:18]([C:19]1([CH3:20])[CH3:21])[CH2:22][C:23]2=[O:24].[SH:25][CH2:26][C:27](=[O:28])[OH:29]>>[C:1]([CH2:2][CH2:3][CH3:4])(=[O:5])[O:6][CH2:7][CH:8]1[O:9][C:27](=[O:28])[CH2:26][S:25]1. Starting materials: CCCC(=O)OCC=O, ClCCl, CC1(C)C2CCC1(CS(=O)(=O)O)C(=O)C2, O=C(O)CS. The product is CCCC(=O)OCC1OC(=O)CS1. The reactants are Cl (hydrochloric acid), C(OC)COC (dimethoxyethane), ClC1=CC=C(C=C1)[C@@H]1[C@H](CO)O1 ((2S,3R)-3-(4-chlorophenyl)-2,3-epoxy-1-propanol), COCCO[AlH2-]OCCOC.[Na+] (red-Al). The solvent is C(C)OCC (diethyl ether). Reaction conditions: temperature 20 celsius, time 2 hour. Product: ClC1=CC=C(C=C1)[C@H](CCO)O ((1S)-1-(4-chlorophenyl)-1,3-propanediol). Isolated yield 96.0%. RXN SMILES: C(COC)OC.[Cl:7][C:8]1[CH:13]=[CH:12][C:11]([C@H:14]2[O:18][C@H:15]2[CH2:16][OH:17])=[CH:10][CH:9]=1.COCCO[AlH2-]OCCOC.[Na+].Cl>C(OCC)C>[Cl:7][C:8]1[CH:9]=[CH:10][C:11]([C@@H:14]([OH:18])[CH2:15][CH2:16][OH:17])=[CH:12][CH:13]=1 |f:2.3|. Procedure: 500 ml of a dimethoxyethane solution of 15.0 g of (2S,3R)-3-(4-chlorophenyl)-2,3-epoxy-1-propanol was cooled to -25° C., and 25.1 ml of a red-Al solution (3.4 mol/l toluene solution) was added dropwise over 0.5 hour. After stirred at 20° C. for 2 hours, the mixture was brought to 0° C. over 1 hour, and 300 ml of diethyl ether was added thereto. While the mixture was kept below 5° C., 100 ml of 2N hydrochloric acid was added dropwise. After stirring for 15 minutes, the mixture was filtered throug... Reactants: [Li]CCCC, O=C1CCN(Cc2ccccc2)CC1, CC(C)[N-]C(C)C, CC(C)NC(C)C, CC(=O)Nc1ccc(OC(C)C)cc1, [H-], [Li+], [Na+], C1CCOC1. The product is CC(C)Oc1ccc(NC(=O)CC2(O)CCN(Cc3ccccc3)CC2)cc1. Reaction SMILES: [CH2:32]([Li:33])[CH2:34][CH2:35][CH3:36].[CH2:37]([c:38]1[cH:39][cH:40][cH:41][cH:42][cH:43]1)[N:44]1[CH2:45][CH2:46][C:47](=[O:50])[CH2:48][CH2:49]1.[CH:17]([N-:18][CH:19]([CH3:20])[CH3:21])([CH3:22])[CH3:23].[CH:25]([NH:26][CH:27]([CH3:28])[CH3:29])([CH3:30])[CH3:31].[CH:3]([CH3:4])([CH3:5])[O:6][c:7]1[cH:8][cH:9][c:10]([NH:11][C:12]([CH3:13])=[O:14])[cH:15][cH:16]1.[H-:1].[Li+:24].[Na+:2].[O:51]1[CH2:52][CH2:53][CH2:54][CH2:55]1>>[CH:3]([CH3:4])([CH3:5])[O:6][c:7]1[cH:8][cH:9][c:10]([NH:11][C:12]([CH2:13][C:47]2([OH:50])[CH2:46][CH2:45][N:44]([CH2:37][c:38]3[cH:39][cH:40][cH:41][cH:42][cH:43]3)[CH2:49][CH2:48]2)=[O:14])[cH:15][cH:16]1. Starting materials: CN(C)C(=O)N1CCC2(CCN(Cc3ccccc3)CC2)c2ccccc21, CCO. The product is CN(C)C(=O)N1CCC2(CCNCC2)c2ccccc21. RXN SMILES: [CH2:1]([c:2]1[cH:3][cH:4][cH:5][cH:6][cH:7]1)[N:8]1[CH2:9][CH2:10][C:11]2([CH2:12][CH2:13]1)[CH2:14][CH2:15][N:16]([C:23](=[O:24])[N:25]([CH3:26])[CH3:27])[c:17]1[cH:18][cH:19][cH:20][cH:21][c:22]12.[CH3:28][CH2:29][OH:30]>>[NH:8]1[CH2:9][CH2:10][C:11]2([CH2:12][CH2:13]1)[CH2:14][CH2:15][N:16]([C:23](=[O:24])[N:25]([CH3:26])[CH3:27])[c:17]1[cH:18][cH:19][cH:20][cH:21][c:22]12. Reactants: COC=1C(=NC=CN1)C1(CN2CCC1CC2)O (3-(3-Methoxypyrazinyl)-1-azabicyclo[2.2.2]octan-3-ol), S(=O)(Cl)Cl (thionyl chloride). The solvent is C(Cl)Cl (CH2Cl2), C(Cl)Cl (CH2Cl2). Run at time 1.5 hour. Yields the product ClC1(CN2CCC1CC2)C2=NC=CN=C2OC (3-Chloro-3-(3-methoxypyrazinyl)-1-azabicyclo[2.2.2]octane). Reaction SMILES: [CH3:1][O:2][C:3]1[C:4]([C:9]2(O)[CH:14]3[CH2:15][CH2:16][N:11]([CH2:12][CH2:13]3)[CH2:10]2)=[N:5][CH:6]=[CH:7][N:8]=1.S(Cl)([Cl:20])=O>C(Cl)Cl>[Cl:20][C:9]1([C:4]2[C:3]([O:2][CH3:1])=[N:8][CH:7]=[CH:6][N:5]=2)[CH:14]2[CH2:15][CH2:16][N:11]([CH2:12][CH2:13]2)[CH2:10]1. Procedure: A solution of 2.4 g of (8) (0.010 mol) in 100 ml of CH2Cl2 was cooled to 0° C. as 2 ml of thionyl chloride in 5 ml of CH2Cl2 was added dropwise. The cooling was removed, the reaction stirred for 1.5 h, then heated to reflux for 45 min. Upon cooling to ambient temperature, ice-water was added to the reaction, followed by enough saturated aqueous K2CO3 to make the reaction basic. The mixture was extracted 3× with 25 ml of CH2Cl2, the extracts washed with brine, dried, and the solvent evaporated. T...